Dataset: the Open Reaction Database (ORD), a public repository of structured organic reaction records. Task: describe an organic reaction: reactants, conditions, products, and yield The reactants are B(F)(F)F.CCOCC (boron trifluoride etherate), O(C1=CC=CC=C1)CC(=O)N[C@@H]1[C@@H](NC1=O)CI (cis-3-phenoxyacetamido-4-oxo-2-azetidinylmethyl iodide), C(C=O)(=O)OC (methyl glyoxylate), B(F)(F)F.CCOCC (boron trifluoride etherate). Run in O1CCCC1 (tetrahydrofuran). Conditions: time 2 hour. Yields the product O(C1=CC=CC=C1)CC(=O)N[C@@H]1[C@@H](N(C1=O)C(C(=O)OC)O)CI (Methyl (cis-3-Phenoxyacetamido-2-iodomethyl-4-oxo-1-azetidinyl)hydroxyacetate). Yield: 78.1%. RXN SMILES: [O:1]([CH2:8][C:9]([NH:11][C@H:12]1[C:15](=[O:16])[NH:14][C@H:13]1[CH2:17][I:18])=[O:10])[C:2]1[CH:7]=[CH:6][CH:5]=[CH:4][CH:3]=1.[C:19]([O:23][CH3:24])(=[O:22])[CH:20]=[O:21].B(F)(F)F.CCOCC>O1CCCC1>[O:1]([CH2:8][C:9]([NH:11][C@H:12]1[C:15](=[O:16])[N:14]([CH:20]([OH:21])[C:19]([O:23][CH3:24])=[O:22])[C@H:13]1[CH2:17][I:18])=[O:10])[C:2]1[CH:7]=[CH:6][CH:5]=[CH:4][CH:3]=1 |f:2.3|. Procedure: A solution of 0.360 g (1.0 mmol) of cis-3-phenoxyacetamido-4-oxo-2-azetidinylmethyl iodide, 0.440 g (5.0 mmol) of methyl glyoxylate, and 246 μl (2.0 mmol) of boron trifluoride etherate in 10 ml of anhydrous tetrahydrofuran is stirred at ambient temperature under an argon atmosphere for 5 hours. At this time 123 μl (1.0 mmol) of boron trifluoride etherate is added and the mixture is stirred for an additional 2 hours. The tetrahydrofuran is removed in vacuo and the residue is taken up in ethyl ace... Reactants: N(C1=CC=CC=C1)C(=O)CN1CCC(CC1)OCOC (1-(anilinocarbonylmethyl)-4-methoxymethoxypiperidine), [H-].[Al+3].[Li+].[H-].[H-].[H-] (lithium aluminum hydride), [OH-].[K+] (potassium hydroxide), O (water), aqueous solution. Solvent: C(C)(=O)OCC (ethyl acetate), O1CCCC1 (tetrahydrofuran), O1CCCC1 (tetrahydrofuran). Product: N(C1=CC=CC=C1)CCN1CCC(CC1)OCOC (1-(2-anilinoethyl)-4-methoxymethoxypiperidine). Yield: 98.6%. Reaction SMILES: [NH:1]([C:8]([CH2:10][N:11]1[CH2:16][CH2:15][CH:14]([O:17][CH2:18][O:19][CH3:20])[CH2:13][CH2:12]1)=O)[C:2]1[CH:7]=[CH:6][CH:5]=[CH:4][CH:3]=1.[H-].[Al+3].[Li+].[H-].[H-].[H-].[OH-].[K+].O>O1CCCC1.C(OCC)(=O)C>[NH:1]([CH2:8][CH2:10][N:11]1[CH2:16][CH2:15][CH:14]([O:17][CH2:18][O:19][CH3:20])[CH2:13][CH2:12]1)[C:2]1[CH:3]=[CH:4][CH:5]=[CH:6][CH:7]=1 |f:1.2.3.4.5.6,7.8|. Procedure details: A solution of 3.64 g of 1-(anilinocarbonylmethyl)-4-methoxymethoxypiperidine in 10 ml of tetrahydrofuran was added to a suspension of 630 mg of lithium aluminum hydride in 50 ml of tetrahydrofuran. The mixture was refluxed for 3 hours. To the reaction mixture were added 1.5 ml of an aqueous solution containing 10% of potassium hydroxide and 1.5 ml of water. The mixture was diluted with ethyl acetate, and the dilution was filtered. The solvent in the filtrate was removed by distillation to obtain... The reactants are CS(=O)(=O)N1CCN(c2ccc(C=Cc3n[nH]c4ccccc34)c([N+](=O)[O-])c2)CC1, CCO, Cl, [Na+], [OH-], [Sn]. Product: CS(=O)(=O)N1CCN(c2ccc(C=Cc3n[nH]c4ccccc34)c(N)c2)CC1. RXN SMILES: [CH3:1][S:2](=[O:3])(=[O:4])[N:5]1[CH2:6][CH2:7][N:8]([c:11]2[cH:12][c:13]([N+:28]([O-:29])=[O:30])[c:14]([CH:17]=[CH:18][c:19]3[n:20][nH:21][c:22]4[cH:23][cH:24][cH:25][cH:26][c:27]34)[cH:15][cH:16]2)[CH2:9][CH2:10]1.[CH3:35][CH2:36][OH:37].[ClH:32].[Na+:34].[OH-:33].[Sn:31]>>[CH3:1][S:2](=[O:3])(=[O:4])[N:5]1[CH2:6][CH2:7][N:8]([c:11]2[cH:12][c:13]([NH2:28])[c:14]([CH:17]=[CH:18][c:19]3[n:20][nH:21][c:22]4[cH:23][cH:24][cH:25][cH:26][c:27]34)[cH:15][cH:16]2)[CH2:9][CH2:10]1. The reactants are C(CC(O)(C(=O)O)CC(=O)O)(=O)O (Citric acid), C(C)(C)(C)C1=CC(=NC(=N1)OC)OC1CC2C(N(CCCCC=CC3CC3(NC(C2C1)=O)C(=O)O)C)=O (17-(6-tert-Butyl-2-methoxypyrimidin-4-yloxy)-13-methyl-2,14-dioxo-3,13-diaza-tricyclo[13.3.0.0*4,6*]octadec-7-ene-4-carboxylic acid), CCN=C=NCCCN(C)C (EDAC), C1(CC1)S(=O)(=O)N (Cyclo-propanesulfonic acid amide), C1CCC2=NCCCN2CC1 (DBU). Run in C(Cl)Cl (DCM). Conditions: time 2.5 hour. Yields the product C(C)(C)(C)C1=CC(=NC(=N1)OC)OC1CC2C(N(CCCCC=CC3CC3(NC(C2C1)=O)C(=O)NS(=O)(=O)C1CC1)C)=O (Cyclopropanesulfonic acid [17-(6-tert-butyl-2-methoxypyrimidin-4-yloxy)-13-methyl-2,14-dioxo-3,13-diaza-tricyclo[13.3.0.0*4,6*]octadec-7-ene-4-carbonyl]amide). RXN SMILES: [C:1]([C:5]1[N:10]=[C:9]([O:11][CH3:12])[N:8]=[C:7]([O:13][CH:14]2[CH2:31][CH:30]3[CH:16]([C:17](=[O:37])[N:18]([CH3:36])[CH2:19][CH2:20][CH2:21][CH2:22][CH:23]=[CH:24][CH:25]4[C:27]([C:33]([OH:35])=O)([NH:28][C:29]3=[O:32])[CH2:26]4)[CH2:15]2)[CH:6]=1)([CH3:4])([CH3:3])[CH3:2].CCN=C=NCCCN(C)C.[CH:49]1([S:52]([NH2:55])(=[O:54])=[O:53])[CH2:51][CH2:50]1.C1CCN2C(=NCCC2)CC1.C(O)(=O)CC(CC(O)=O)(C(O)=O)O>C(Cl)Cl>[C:1]([C:5]1[N:10]=[C:9]([O:11][CH3:12])[N:8]=[C:7]([O:13][CH:14]2[CH2:31][CH:30]3[CH:16]([C:17](=[O:37])[N:18]([CH3:36])[CH2:19][CH2:20][CH2:21][CH2:22][CH:23]=[CH:24][CH:25]4[C:27]([C:33]([NH:55][S:52]([CH:49]5[CH2:51][CH2:50]5)(=[O:54])=[O:53])=[O:35])([NH:28][C:29]3=[O:32])[CH2:26]4)[CH2:15]2)[CH:6]=1)([CH3:2])([CH3:3])[CH3:4]. Reported procedure: Compound 3j (120 mg, 0.233 mmol) was dissolved in DCM (10 ml). EDAC (54 mg, 0.28 mmol) was added and the reaction mixture was stirred at RT for 2.5 h. Cyclo-propanesulfonic acid amide (31 mg, 0.256 mmol) and DBU (73 μl, 0.489 mmol) were added and the reaction mixture was stirred at RT over night. 5% Citric acid was added and the organic layer was washed with brine, dried, filtered and evaporated. Purifica-tion by preparative HPLC yielded the pure title compound of (65 mg, 45%), MS (M+H)+618. The reactants are carboxylic acid, S(=O)(Cl)Cl (thionyl chloride), N1=C(C=CC(=C1)C(=O)[O-])C(=O)OC (2,5-pyridinedicarboxylic acid, 2-methyl ester), acid chloride. Product: C(=O)(OC)C1=NC=C(C(=O)Cl)C=C1 (6-carbomethoxynicotinoyl chloride). Reaction SMILES: [N:1]1[CH:6]=[C:5]([C:7]([O-])=[O:8])[CH:4]=[CH:3][C:2]=1[C:10]([O:12][CH3:13])=[O:11].S(Cl)([Cl:16])=O>>[C:10]([C:2]1[CH:3]=[CH:4][C:5]([C:7]([Cl:16])=[O:8])=[CH:6][N:1]=1)([O:12][CH3:13])=[O:11]. Procedure: In step a, the carboxylic acid functionality of the appropriate 2,5-pyridinedicarboxylic acid, 2-methyl ester 10 (Nippon Kagaku Zasshi, 1967, 88, 563) is converted to its acid chloride using techniques and procedures well known and appreciated by one of ordinary skill in the art, such as thionyl chloride, to give the corresponding 6-carbomethoxynicotinoyl chloride 11.